Dataset: the Open Reaction Database (ORD), a public repository of structured organic reaction records. Task: describe an organic reaction: reactants, conditions, products, and yield Reactants: IC1=C(C=CC=C1)NS(=O)(=O)C (N-(2-iodo-phenyl)-methanesulfonamide), ClCC(C#C)(O)C (1-chloro-2-methyl-but-3-yn-2-ol). The product is ClCC(C)(O)C=1N(C2=CC=CC=C2C1)S(=O)(=O)C (1-Chloro-2-(1-methanesulfonyl-1H-indol-2-yl)-propan-2-ol). As a reaction SMILES: I[C:2]1[CH:7]=[CH:6][CH:5]=[CH:4][C:3]=1[NH:8][S:9]([CH3:12])(=[O:11])=[O:10].[Cl:13][CH2:14][C:15]([CH3:19])([OH:18])[C:16]#[CH:17]>>[Cl:13][CH2:14][C:15]([C:16]1[N:8]([S:9]([CH3:12])(=[O:11])=[O:10])[C:3]2[C:2]([CH:17]=1)=[CH:7][CH:6]=[CH:5][CH:4]=2)([OH:18])[CH3:19]. Reported procedure: This compound was prepared using the general Sonagashira procedure as described in General Example C, from N-(2-iodo-phenyl)-methanesulfonamide (1.65 g, 5.55 mmol) and 1-chloro-2-methyl-but-3-yn-2-ol (0.79 g, 6.66 mmol) to yield a brown oil. Reaction SMILES: [C:1]([C:6]1[CH:7]=[C:8]2[C:12](=[CH:13][CH:14]=1)[NH:11][C:10](=[S:15])[CH:9]2[CH3:16])([O:3][CH2:4][CH3:5])=[O:2].[Cl:17]N1C(=O)CCC1=O>C(Cl)Cl>[Cl:17][C:9]1([CH3:16])[C:8]2[C:12](=[CH:13][CH:14]=[C:6]([C:1]([O:3][CH2:4][CH3:5])=[O:2])[CH:7]=2)[NH:11][C:10]1=[S:15]. Procedure details: A solution of 5-carboethoxy-3-methylthiooxindole (1.50 g, 7 mmol) and N-chlorosuccinimide (1.25 g, 9.3 mmol) in methylene chloride (150 ml) was stirred at room temperature for 24 hours. The solvent was removed in vacuo, yielding crude 3-chloro-5-carboethoxy-3-methylthiooxindole and the residue was dissolved in tetrahydrofuran and added to a vigorously stirred slurry of red mercuric oxide (1.53 g, 7 mmol) and boron trifluoride etherate (1.00 g, 7 mmol) in 100 ml of 50 percent aqueous tetrahydrofu... Product: ClC1(C(NC2=CC=C(C=C12)C(=O)OCC)=S)C (3-chloro-5-carboethoxy-3-methylthiooxindole). Run in C(Cl)Cl (methylene chloride). Starting materials: C(=O)(OCC)C=1C=C2C(C(NC2=CC1)=S)C (5-carboethoxy-3-methylthiooxindole), ClN1C(CCC1=O)=O (N-chlorosuccinimide). Starting materials: CC1CCC(Nc2ncc(Br)c(OC3CN(C(=O)OC(C)(C)C)C3)n2)CC1, ClCCl, O=C(O)C(F)(F)F. The product is CC1CCC(Nc2ncc(Br)c(OC3CNC3)n2)CC1. Reaction SMILES: [Br:1][c:2]1[c:3]([O:16][CH:17]2[CH2:18][N:19]([C:21]([O:22][C:23]([CH3:24])([CH3:25])[CH3:26])=[O:27])[CH2:20]2)[n:4][c:5]([NH:8][CH:9]2[CH2:10][CH2:11][CH:12]([CH3:15])[CH2:13][CH2:14]2)[n:6][cH:7]1.[Cl:35][CH2:36][Cl:37].[F:28][C:29]([F:30])([F:31])[C:32]([OH:33])=[O:34]>>[Br:1][c:2]1[c:3]([O:16][CH:17]2[CH2:18][NH:19][CH2:20]2)[n:4][c:5]([NH:8][CH:9]2[CH2:10][CH2:11][CH:12]([CH3:15])[CH2:13][CH2:14]2)[n:6][cH:7]1. The reactants are C(=O)(C(F)(F)F)O (TFA), CN1N=CC(=C1)C=1C=CC(=NC1)C(=O)OC(C)(C)C (tert-butyl 5-(1-methyl-1H-pyrazol-4-yl)-pyridine-2-carboxylate). The solvent is ClCCl (dichloromethane). Conditions: time 8 hour. The product is crude product, CN1N=CC(=C1)C=1C=CC(=NC1)C(=O)O (5-(1-methyl-1H-pyrazol-4-yl)-pyridine-2-carboxylic acid). The yield is 267.8%. As a reaction SMILES: C(O)(C(F)(F)F)=O.[CH3:8][N:9]1[CH:13]=[C:12]([C:14]2[CH:15]=[CH:16][C:17]([C:20]([O:22]C(C)(C)C)=[O:21])=[N:18][CH:19]=2)[CH:11]=[N:10]1>ClCCl>[CH3:8][N:9]1[CH:13]=[C:12]([C:14]2[CH:15]=[CH:16][C:17]([C:20]([OH:22])=[O:21])=[N:18][CH:19]=2)[CH:11]=[N:10]1. Procedure: TFA (1 mL) was added to a solution of tert-butyl 5-(1-methyl-1H-pyrazol-4-yl)-pyridine-2-carboxylate (81 mg) in dichloromethane (4 mL), and the mixture was stirred at room temperature overnight. The solvent was evaporated under reduced pressure to obtain a crude product of the title compound (170 mg). The reactants are C(=NCc1ccccc1)=NC1CCCCC1, CNc1ccc(CN2CCN(C(=O)OC(C)(C)C)C(C)C2)cc1, ClCCl, Cc1nc(-c2ccc(F)cc2)ccc1C(=O)O, CN(C)C=O, On1nnc2ccccc21. The product is Cc1nc(-c2ccc(F)cc2)ccc1C(=O)N(C)c1ccc(CN2CCN(C(=O)OC(C)(C)C)C(C)C2)cc1. Reaction SMILES: [CH2:11]([N:12]=[C:13]=[N:14][CH:15]1[CH2:16][CH2:17][CH2:18][CH2:19][CH2:20]1)[c:21]1[cH:22][cH:23][cH:24][cH:25][cH:26]1.[CH3:44][CH:45]1[N:46]([C:60](=[O:61])[O:62][C:63]([CH3:64])([CH3:65])[CH3:66])[CH2:47][CH2:48][N:49]([CH2:51][c:52]2[cH:53][cH:54][c:55]([NH:58][CH3:59])[cH:56][cH:57]2)[CH2:50]1.[Cl:72][CH2:73][Cl:74].[F:27][c:28]1[cH:29][cH:30][c:31](-[c:34]2[cH:35][cH:36][c:37]([C:41](=[O:42])[OH:43])[c:38]([CH3:40])[n:39]2)[cH:32][cH:33]1.[O:67]=[CH:68][N:69]([CH3:70])[CH3:71].[OH:1][n:2]1[c:3]2[cH:4][cH:5][cH:6][cH:7][c:8]2[n:9][n:10]1>>[F:27][c:28]1[cH:29][cH:30][c:31](-[c:34]2[cH:35][cH:36][c:37]([C:41](=[O:43])[N:58]([c:55]3[cH:54][cH:53][c:52]([CH2:51][N:49]4[CH2:48][CH2:47][N:46]([C:60](=[O:61])[O:62][C:63]([CH3:64])([CH3:65])[CH3:66])[CH:45]([CH3:44])[CH2:50]4)[cH:57][cH:56]3)[CH3:59])[c:38]([CH3:40])[n:39]2)[cH:32][cH:33]1. Reactants: Cl (HCl), O1CCC2=C1C=CC(=C2)C(C(=O)OC)C=2C=CC1=C(CCO1)C2 (Methyl 2,2-bis(2,3-dihydrobenzofuran-5-yl)acetate), NO (hydroxylamine), [OH-].[K+] (KOH), [OH-].[Na+] (NaOH). The solvent is C(C)(=O)OCC (ethyl acetate), CO (methanol), C1CCOC1 (THF). Run at time 2 hour. Yields the product O1CCC2=C1C=CC(=C2)C(C(=O)NO)C=2C=CC1=C(CCO1)C2 (2,2-bis(2,3-dihydrobenzofuran-5-yl)-N-hydroxyacetamide). Isolated yield 45.0%. Reaction SMILES: [O:1]1[C:5]2[CH:6]=[CH:7][C:8]([CH:10]([C:15]3[CH:16]=[CH:17][C:18]4[O:22][CH2:21][CH2:20][C:19]=4[CH:23]=3)[C:11](OC)=[O:12])=[CH:9][C:4]=2[CH2:3][CH2:2]1.[NH2:24][OH:25].[OH-].[K+].[OH-].[Na+].Cl>C(OCC)(=O)C.CO.C1COCC1>[O:1]1[C:5]2[CH:6]=[CH:7][C:8]([CH:10]([C:15]3[CH:16]=[CH:17][C:18]4[O:22][CH2:21][CH2:20][C:19]=4[CH:23]=3)[C:11]([NH:24][OH:25])=[O:12])=[CH:9][C:4]=2[CH2:3][CH2:2]1 |f:2.3,4.5|. Procedure: To a solution of 2 (380 mg, 1.22 mmol) and hydroxylamine (50% in water, 1.25 mL) in a 1:1 THF:methanol (10 mL) was added base (KOH (275 mg, 4.9 mmol) or NaOH). The mixture was stirred at room temperature for 2 h, acidified to pH 7 with 1M HCl solution, diluted with ethyl acetate and washed with water. The organic layer was separated, dried over Na2SO4, filtered and concentrated. The residue was triturated with 50% ethyl acetate:hexanes, filtered, and rinsed with hexanes to afford compound 3 as a... Starting materials: FC(COC1=C(C(=O)O)C=C(C=C1)OCC(F)(F)F)(F)F (2,5-bis(2,2,2-trifluoroethoxy)benzoic acid), S(=O)(Cl)Cl (thionyl chloride), C1(=CC=CC=C1)C (Toluene). Run in CO (methanol). Product: FC(COC1=C(C(=O)OC)C=C(C=C1)OCC(F)(F)F)(F)F (methyl 2,5-bis(2,2,2-trifluoroethoxy)benzoate). Yield: 98.0%. As a reaction SMILES: [F:1][C:2]([F:21])([F:20])[CH2:3][O:4][C:5]1[CH:13]=[CH:12][C:11]([O:14][CH2:15][C:16]([F:19])([F:18])[F:17])=[CH:10][C:6]=1[C:7]([OH:9])=[O:8].S(Cl)(Cl)=O.[C:26]1(C)C=CC=CC=1>CO>[F:1][C:2]([F:20])([F:21])[CH2:3][O:4][C:5]1[CH:13]=[CH:12][C:11]([O:14][CH2:15][C:16]([F:19])([F:18])[F:17])=[CH:10][C:6]=1[C:7]([O:9][CH3:26])=[O:8]. Procedure details: A solution of 2,5-bis(2,2,2-trifluoroethoxy)benzoic acid (20 g) and thionyl chloride (15.0 g) in methanol (100 ml) was stirred at 80° C. for 2 hours. The solvents were evaporated under vacuum to give an oil residue. Toluene (100 ml) was added to the residue and the solution was washed with saturated NaHCO3 (30 ml) solution followed by water (3×30 ml). The organic layer was concentrated under reduced pressure to give the product as a white solid (20.5 g, yield 98.0%).